This data is from the Open Reaction Database (ORD), a public repository of structured organic reaction records. The task is: describe an organic reaction: reactants, conditions, products, and yield Reactants: Cc1nc2ccccc2n1C1CC2CCC(C1)N2CCC(C)(CNC(=O)C1CCC(F)(F)CC1)c1ccccc1, [H-], CI, [Na+], CN(C)C=O, O. The product is Cc1nc2ccccc2n1C1CC2CCC(C1)N2CCC(C)(CN(C)C(=O)C1CCC(F)(F)CC1)c1ccccc1. Reaction SMILES: [F:1][C:2]1([F:40])[CH2:3][CH2:4][CH:5]([C:8](=[O:9])[NH:10][CH2:11][C:12]([CH2:13][CH2:14][N:15]2[CH:16]3[CH2:17][CH:18]([n:23]4[c:24]([CH3:32])[n:25][c:26]5[c:27]4[cH:28][cH:29][cH:30][cH:31]5)[CH2:19][CH:20]2[CH2:21][CH2:22]3)([c:33]2[cH:34][cH:35][cH:36][cH:37][cH:38]2)[CH3:39])[CH2:6][CH2:7]1.[H-:41].[I:43][CH3:44].[Na+:42].[O:46]=[CH:47][N:48]([CH3:49])[CH3:50].[OH2:45]>>[F:1][C:2]1([F:40])[CH2:3][CH2:4][CH:5]([C:8](=[O:9])[N:10]([CH2:11][C:12]([CH2:13][CH2:14][N:15]2[CH:16]3[CH2:17][CH:18]([n:23]4[c:24]([CH3:32])[n:25][c:26]5[c:27]4[cH:28][cH:29][cH:30][cH:31]5)[CH2:19][CH:20]2[CH2:21][CH2:22]3)([c:33]2[cH:34][cH:35][cH:36][cH:37][cH:38]2)[CH3:39])[CH3:44])[CH2:6][CH2:7]1. The product is O=C1c2ccccc2CCn2cc(C3OCCO3)cc21. Reactants: Cc1ccccc1, O=Cc1cc2n(c1)CCc1ccccc1C2=O, OCCO, Cc1ccc(S(=O)(=O)O)cc1. Reaction SMILES: [CH3:33][c:34]1[cH:35][cH:36][cH:37][cH:38][cH:39]1.[CH:1](=[O:2])[c:3]1[cH:4][c:5]2[n:11]([cH:12]1)[CH2:10][CH2:9][c:8]1[c:7]([cH:16][cH:15][cH:14][cH:13]1)[C:6]2=[O:17].[OH:18][CH2:19][CH2:20][OH:21].[c:22]1([CH3:23])[cH:24][cH:25][c:26]([S:27]([OH:28])(=[O:29])=[O:30])[cH:31][cH:32]1>>[CH:1]1([c:3]2[cH:4][c:5]3[n:11]([cH:12]2)[CH2:10][CH2:9][c:8]2[c:7]([cH:16][cH:15][cH:14][cH:13]2)[C:6]3=[O:17])[O:2][CH2:20][CH2:19][O:18]1. Starting materials: COC(=O)[C@H]1NCCSC1 ((3R)-thiomorpholine-3-carboxylic acid methyl ester), Cl (hydrogen chloride). Solvent: CCOCC (ether), C(C)O (ethanol). Product: Cl.COC(=O)[C@H]1NCCSC1 ((3R)-thiomorpholine-3-carboxylic acid methyl ester hydrochloride). Isolated yield 97.2%. Reaction SMILES: [CH3:1][O:2][C:3]([C@@H:5]1[CH2:10][S:9][CH2:8][CH2:7][NH:6]1)=[O:4].[ClH:11]>CCOCC.C(O)C>[ClH:11].[CH3:1][O:2][C:3]([C@@H:5]1[CH2:10][S:9][CH2:8][CH2:7][NH:6]1)=[O:4] |f:4.5|. Reported procedure: 10.9 g of (3R)-thiomorpholine-3-carboxylic acid methyl ester was dissolved in 150 mL of ether and 90 mL 14.5% of hydrogen chloride dissolved in ethanol was added dropwise in the above solution to obtain 13.0 g of (3R)-thiomorpholine-3-carboxylic acid methyl ester hydrochloride as a white solid. Yield 97.2%□mp 160-161° C. Yields the product Cl.CN(CCC(=O)C1=CN(C2=CC=C(C=C12)C)C)C (3-(Dimethylamino)-1-(1,5-dimethyl-1H-indol-3-yl)-1-propanone hydrochloride). Reactants: CN1C=C(C2=CC(=CC=C12)C)C(C)=O (1-(1,5-dimethyl-1H-indol-3-yl)-1-ethanone), C=O (paraformaldehyde), Cl.CNC (dimethylamine hydrochloride). Run in C(C)O (ethanol). The yield is 38.1%. Procedure details: A mixture of 1-(1,5-dimethyl-1H-indol-3-yl)-1-ethanone (1.4 g), paraformaldehyde (0.7 g) and dimethylamine hydrochloride (1.8 g) in ethanol (60 ml) was heated at reflux for 24 h, cooled, and the solvent was evaporated in vacuo. The residue was partitioned between sodium carbonate (2N; 75 ml) and ethyl acetate (2×75 ml). The combined organic extracts were dried and evaporated in vacuo to give an oil, which was purified by FCC eluting with System A to give the free base of the title compound as an... As a reaction SMILES: [CH3:1][N:2]1[C:10]2[C:5](=[CH:6][C:7]([CH3:11])=[CH:8][CH:9]=2)[C:4]([C:12](=[O:14])[CH3:13])=[CH:3]1.[CH2:15]=O.[ClH:17].[CH3:18][NH:19][CH3:20]>C(O)C>[ClH:17].[CH3:18][N:19]([CH3:15])[CH2:20][CH2:13][C:12]([C:4]1[C:5]2[C:10](=[CH:9][CH:8]=[C:7]([CH3:11])[CH:6]=2)[N:2]([CH3:1])[CH:3]=1)=[O:14] |f:2.3,5.6|.